Dataset: the Open Reaction Database (ORD), a public repository of structured organic reaction records. Task: describe an organic reaction: reactants, conditions, products, and yield The solvent is O1CCCC1 (tetrahydrofuran), O1CCCC1 (tetrahydrofuran). The reactants are solution, C(C)[BH-](CC)CC.[Li+] (lithium triethylborohydride), Cl (hydrochloric acid), COC(=O)CC1C2=C(OC3=C(O1)C=CC=C3)C=CC=C2 (11-(methoxycarbonyl methyl) [dibenzo (b,e)-1,4-dioxepin]). Reaction SMILES: C[O:2][C:3]([CH2:5][CH:6]1[O:12][C:11]2[CH:13]=[CH:14][CH:15]=[CH:16][C:10]=2[O:9][C:8]2[CH:17]=[CH:18][CH:19]=[CH:20][C:7]1=2)=O.C([BH-](CC)CC)C.[Li+].Cl>O1CCCC1>[OH:2][CH2:3][CH2:5][CH:6]1[O:12][C:11]2[CH:13]=[CH:14][CH:15]=[CH:16][C:10]=2[O:9][C:8]2[CH:17]=[CH:18][CH:19]=[CH:20][C:7]1=2 |f:1.2|. Procedure: 33.7 g of 11-(methoxycarbonyl methyl) [dibenzo (b,e)-1,4-dioxepin] were added to 50 ml of tetrahydrofuran. This clear solution was cooled between 0° and 10° C. and one N solution of lithium triethylborohydride in tetrahydrofuran was very slowly added. This reactive solution was added for about 6 hours while the stirring and cooling were maintained. The mixture was then left between 0° and -5° C., and the excess of the reactive solution was hydrolyzed with 100 ml of a 3N hydrochloric acid solutio... Yields the product OCCC1C2=C(OC3=C(O1)C=CC=C3)C=CC=C2 (11-hydroxyethyl dibenzo (b,e)-1,4-dioxepin). The yield is 106.6%. Starting materials: CC(C(=O)O)c1ccccc1Br, CC(C(=O)O)c1ccccc1C=CC(=O)O, CC(=O)[O-], CC(=O)[O-], [Na+], [Na+], O=C([O-])[O-], O, C=CC(=O)O, [Pd+2]. Yields the product O=C(O)C=Cc1ccccc1. As a reaction SMILES: [Br:17][c:18]1[cH:19][cH:20][cH:21][cH:22][c:23]1[CH:24]([CH3:25])[C:26]([OH:27])=[O:28].[C:1]([CH:2]([CH3:3])[c:6]1[c:7]([CH:8]=[CH:9][C:10](=[O:11])[OH:12])[cH:13][cH:14][cH:15][cH:16]1)([OH:4])=[O:5].[C:40]([O-:41])(=[O:42])[CH3:43].[C:45]([O-:46])(=[O:47])[CH3:48].[Na+:29].[Na+:30].[O-:31][C:32](=[O:33])[O-:34].[OH2:49].[OH:35][C:36]([CH:37]=[CH2:38])=[O:39].[Pd+2:44]>>[cH:6]1[c:7]([CH:8]=[CH:9][C:10](=[O:11])[OH:12])[cH:13][cH:14][cH:15][cH:16]1. The reactants are CC1=CNC=2CCC(C(C12)=O)(C)C (3,5,5-trimethyl-4-oxo-4,5,6,7-tetrahydroindole), CN(C)C=O (DMF), O=P(Cl)(Cl)Cl (POCl3), CN(C)C=O (DMF). Conditions: time 10 minute. The product is CC1=C(NC=2CCC(C(C12)=O)(C)C)C=O (3,5,5-trimethyl-4-oxo-4,5,6,7-tetrahydroindole-2-carboxaldehyde). As a reaction SMILES: O=P(Cl)(Cl)Cl.[CH3:6][C:7]1[C:15]2[C:14](=[O:16])[C:13]([CH3:18])([CH3:17])[CH2:12][CH2:11][C:10]=2[NH:9][CH:8]=1.CN([CH:22]=[O:23])C>>[CH3:6][C:7]1[C:15]2[C:14](=[O:16])[C:13]([CH3:18])([CH3:17])[CH2:12][CH2:11][C:10]=2[NH:9][C:8]=1[CH:22]=[O:23]. Procedure details: POCl3 1.2 mL (13.1 mmol) was added dropwise into anhydrous DMF 15 mL with cooling on ice bath. After 10 minutes, a solution of 3,5,5-trimethyl-4-oxo-4,5,6,7-tetrahydroindole 1.500 g (8.463 mmol) in anh. DMF was added dropwise over a 10 min period. The cooling bath was allowed to expire and the reaction was stirred at ambient temperature overnight (11 hours). With cooling on ice bath, the reaction mixture was quenched by addition of crushed ice and ice-cold water (approx 150 mL total). The reacti... Reactants: CN(C)c1cccc(C(=O)Cl)c1, Nc1n[nH]c2ccc([N+](=O)[O-])cc12, c1ccncc1. The product is CN(C)c1cccc(C(=O)Nc2n[nH]c3ccc([N+](=O)[O-])cc23)c1. RXN SMILES: [CH3:20][N:21]([c:22]1[cH:23][c:24]([C:25](=[O:26])[Cl:27])[cH:28][cH:29][cH:30]1)[CH3:31].[N+:1](=[O:2])([O-:3])[c:4]1[cH:5][c:6]2[c:7]([NH2:13])[n:8][nH:9][c:10]2[cH:11][cH:12]1.[cH:14]1[cH:15][cH:16][n:17][cH:18][cH:19]1>>[N+:1](=[O:2])([O-:3])[c:4]1[cH:5][c:6]2[c:7]([NH:13][C:25]([c:24]3[cH:23][c:22]([N:21]([CH3:20])[CH3:31])[cH:30][cH:29][cH:28]3)=[O:26])[n:8][nH:9][c:10]2[cH:11][cH:12]1. Starting materials: ClCCl, [Na+], [Na+], [Na+], O=S([O-])([O-])=S, O=C([O-])O, COC(=O)c1cc(CO)cc(C(=O)N2CCCC2c2nc(C)cs2)c1. Product: COC(=O)c1cc(C=O)cc(C(=O)N2CCCC2c2nc(C)cs2)c1. As a reaction SMILES: [Cl:38][CH2:39][Cl:40].[Na+:26].[Na+:27].[Na+:37].[O-:28][S:29]([O-:30])(=[S:31])=[O:32].[O-:33][C:34]([OH:35])=[O:36].[OH:1][CH2:2][c:3]1[cH:4][c:5]([C:6](=[O:7])[O:8][CH3:9])[cH:10][c:11]([C:13](=[O:14])[N:15]2[CH:16]([c:20]3[s:21][cH:22][c:23]([CH3:25])[n:24]3)[CH2:17][CH2:18][CH2:19]2)[cH:12]1>>[O:1]=[CH:2][c:3]1[cH:4][c:5]([C:6](=[O:7])[O:8][CH3:9])[cH:10][c:11]([C:13](=[O:14])[N:15]2[CH:16]([c:20]3[s:21][cH:22][c:23]([CH3:25])[n:24]3)[CH2:17][CH2:18][CH2:19]2)[cH:12]1. Starting materials: O1C[C@@H](CC1)NC1=C2N=CN(C2=NC=N1)[C@H]1[C@@H]([C@@H]([C@H](O1)CSC1=C(C(=O)OC)C=CC=C1)O)O (Methyl 2[(5-{6-[((3R)oxolan-3-yl)amino]purin-9-yl}(2S,3S,4R,5R)-3,4-dihydroxyoxolan-2-yl)methylthio]benzoate), SC1=NC=CC=N1 (2-mercaptopyrimidine), C(=O)(OC)C1=C(C=CC=C1)S (2-carbomethoxythiophenol). The product is O1C[C@H](CC1)NC1=C2N=CN(C2=NC=N1)[C@@H]1O[C@@H]([C@H]([C@H]1O)O)CSC1=NC=CC=N1 (2-{6-[((3S)oxolan-3-yl)amino]purin-9-yl}(4S,5S,2R,3R)-5-(pyrimidine-2-ylthiomethyl)oxolane-3,4-diol). As a reaction SMILES: [O:1]1[CH2:5][CH2:4][C@@H:3]([NH:6][C:7]2[N:15]=[CH:14][N:13]=[C:12]3[C:8]=2[N:9]=[CH:10][N:11]3[C@@H:16]2[O:20][C@H:19]([CH2:21][S:22][C:23]3C=CC=CC=3C(OC)=O)[C@@H:18]([OH:33])[C@H:17]2[OH:34])[CH2:2]1.SC1[N:41]=[CH:40][CH:39]=[CH:38][N:37]=1.C(C1C=CC=CC=1S)(OC)=O>>[O:1]1[CH2:5][CH2:4][C@H:3]([NH:6][C:7]2[N:15]=[CH:14][N:13]=[C:12]3[C:8]=2[N:9]=[CH:10][N:11]3[C@H:16]2[C@H:17]([OH:34])[C@H:18]([OH:33])[C@@H:19]([CH2:21][S:22][C:23]3[N:41]=[CH:40][CH:39]=[CH:38][N:37]=3)[O:20]2)[CH2:2]1. Reported procedure: Compound 27 was prepared in the manner of compound 23 substituting 2-mercaptopyrimidine for 2-carbomethoxythiophenol [MS 432.4 (M+1)]. Reactants: NCCCCCO (5-amino-1-pentanol), CC1=NC(=C2C(N1)=CC(=N2)C2=CC=CC=C2)Cl (2-methyl-4-chloro-6-phenylpyrrolo[3,2-d]pyrimidine), solid. The product is O.Cl.CC=1NC=2C(=C(N1)NCCCCCO)N=C(C2)C2=CC=CC=C2 (5-[(2-Methyl-6-phenylpyrrolo[2,3-e]pyrimidine-4-yl) amino]pentan-1-ol Hydrochloride Hydrate). RXN SMILES: [NH2:1][CH2:2][CH2:3][CH2:4][CH2:5][CH2:6][OH:7].[CH3:8][C:9]1[NH:14][C:13]2=[CH:15][C:16]([C:18]3[CH:23]=[CH:22][CH:21]=[CH:20][CH:19]=3)=[N:17][C:12]2=[C:11]([Cl:24])[N:10]=1>>[OH2:7].[ClH:24].[CH3:8][C:9]1[NH:14][C:13]2[C:12]([N:17]=[C:16]([C:18]3[CH:19]=[CH:20][CH:21]=[CH:22][CH:23]=3)[CH:15]=2)=[C:11]([NH:1][CH2:2][CH2:3][CH2:4][CH2:5][CH2:6][OH:7])[N:10]=1 |f:2.3.4|. Procedure details: The title compound was prepared according to the procedure described in Example 173, using 5-amino-1-pentanol (Fluka Chemika) (0.35 g, 3.4 mmol) and 2-methyl-4-chloro-6-phenylpyrrolo[3,2-d]pyrimidine (Example 1e) (0.42 g, 1.73 mmol), as a white solid (0.36 g, 61%). 1H NMR (DMSO-d6; 400 MHz): d 1.46 (br s, 4), 1.68 (bs, 2), 2.58 (s, 3), 3.62 (br s, 2), 4.40 (br s, 1), 6.93 (s, 1), 7.46-7.54 (m, 3), 8.05 (br, 2), 9.61 (s, 1), 13.47 (s, 1). MS m/z: 311 (M+1). Anal. Calcd for C18H22N4O.HCl.0.28H2O: ... Starting materials: NC12CC3(CC(CC(C1)C3)(C2)O)N (1,3-diamino-5-adamantanol), IC (iodomethane), CNC12CC3(CC(CC(C1)C3)(C2)O)NC (1,3-di(methylamino)-5-adamantanol), CN(C12CC3(CC(CC(C1)C3)(C2)O)N(C)C)C (1,3-di(dimethylamino)-5-adamantanol), NC12CC3(CC(CC(C1)(C3)O)(C2)O)N (1,3-diamino-5,7-adamantanediol), ICC (iodoethane). Product: C(C)NC12CC3(CC(CC(C1)(C3)O)(C2)O)NCC (1,3-di(ethylamino)-5,7-adamantanediol), C(C)N(C12CC3(CC(CC(C1)(C3)O)(C2)O)N(CC)CC)CC (1,3-di(diethylamino)-5,7-adamantanediol). As a reaction SMILES: N[C:2]12CC3(O)CC(CC(N)(C3)[CH2:3]1)C2.IC.CN[C:18]12CC3(O)CC(CC(NC)(C3)[CH2:19]1)C2.CN(C)[C:33]12CC3(O)CC(CC(N(C)C)(C3)[CH2:34]1)C2.[NH2:48][C:49]12[CH2:59][C:53]3([OH:60])[CH2:54][C:55]([OH:58])([CH2:57][C:51]([NH2:61])([CH2:52]3)[CH2:50]1)[CH2:56]2.I[CH2:63][CH3:64]>>[CH2:2]([NH:48][C:49]12[CH2:59][C:53]3([OH:60])[CH2:54][C:55]([OH:58])([CH2:57][C:51]([NH:61][CH2:18][CH3:19])([CH2:52]3)[CH2:50]1)[CH2:56]2)[CH3:3].[CH2:2]([N:48]([CH2:63][CH3:64])[C:49]12[CH2:59][C:53]3([OH:60])[CH2:54][C:55]([OH:58])([CH2:57][C:51]([N:61]([CH2:33][CH3:34])[CH2:18][CH3:19])([CH2:52]3)[CH2:50]1)[CH2:56]2)[CH3:3]. Procedure: Reaction of 1,3-diamino-5-adamantanol with iodomethane provides 1,3-di(methylamino)-5-adamantanol, 1,3-di(dimethylamino)-5-adamantanol, etc. Reaction of 1,3-diamino-5,7-adamantanediol with iodoethane provides 1,3-di(ethylamino)-5,7-adamantanediol, 1,3-di(diethylamino)-5,7-adamantanediol, etc. Starting materials: C(C)(C)(C)OC(N(C)CCN1C(CN(C(C1)(C)C)CC1=C2C(=NC(=C1)C1=CC=C(C=C1)OCOC)N(N=C2C)C2OCCCC2)(C)C)=O ((2-{4-[6-(4-Methoxymethoxy-phenyl)-3-methyl-1-(tetrahydro-pyran-2-yl)-1H-pyrazolo[3,4-b]pyridin-4-ylmethyl]-2,2,5,5-tetramethyl-piperazin-1-yl}-ethyl)-methyl-carbamic acid tert-butyl ester), Cl (hydrochloric acid). Solvent: O1CCOCC1 (1,4-dioxane). Run at time 1.5 hour. Yields the product CC1=NNC2=NC(=CC(=C21)CN2C(CN(C(C2)(C)C)CCNC)(C)C)C2=CC=C(C=C2)O (4-{3-Methyl-4-[2,2,5,5-tetramethyl-4-(2-methylamino-ethyl)-piperazin-1-ylmethyl]-1H-pyrazolo[3,4-b]pyridin-6-yl}-phenol). The yield is 5.2%. Reaction SMILES: C(O[C:6](=O)[N:7]([CH2:9][CH2:10][N:11]1[CH2:16][C:15]([CH3:18])([CH3:17])[N:14]([CH2:19][C:20]2[CH:25]=[C:24]([C:26]3[CH:31]=[CH:30][C:29]([O:32]COC)=[CH:28][CH:27]=3)[N:23]=[C:22]3[N:36](C4CCCCO4)[N:37]=[C:38]([CH3:39])[C:21]=23)[CH2:13][C:12]1([CH3:47])[CH3:46])C)(C)(C)C.Cl>O1CCOCC1>[CH3:39][C:38]1[C:21]2[C:22](=[N:23][C:24]([C:26]3[CH:31]=[CH:30][C:29]([OH:32])=[CH:28][CH:27]=3)=[CH:25][C:20]=2[CH2:19][N:14]2[CH2:13][C:12]([CH3:46])([CH3:47])[N:11]([CH2:10][CH2:9][NH:7][CH3:6])[CH2:16][C:15]2([CH3:18])[CH3:17])[NH:36][N:37]=1. Reported procedure: 1320 mg of the crude (2-{4-[6-(4-Methoxymethoxy-phenyl)-3-methyl-1-(tetrahydro-pyran-2-yl)-1H-pyrazolo[3,4-b]pyridin-4-ylmethyl]-2,2,5,5-tetramethyl-piperazin-1-yl}-ethyl)-methyl-carbamic acid tert-butyl ester were dissolved in 6 ml of 1,4-dioxane and treated with 4 ml of hydrochloric acid (4M in dry dioxane). After standing at rt for 1.5 h the volatiles were removed in vacuo. The residue was purified by preparative HPLC (C18 column, acetonitrile/water gradient) and 45 mg (5%) of the title compo...